This data is from the Open Reaction Database (ORD), a public repository of structured organic reaction records. The task is: describe an organic reaction: reactants, conditions, products, and yield Reactants: CN(C)c1nccc(C=O)n1, CC1CNCC1c1nc2c(cnn2C2CCCC2)c(=O)[nH]1. Product: CC1CN(Cc2ccnc(N(C)C)n2)CC1c1nc2c(cnn2C2CCCC2)c(=O)[nH]1. As a reaction SMILES: [CH3:22][N:23]([c:24]1[n:25][cH:26][cH:27][c:28]([CH:30]=[O:31])[n:29]1)[CH3:32].[CH:1]1([n:6]2[n:7][cH:8][c:9]3[c:10]2[n:11][c:12]([CH:16]2[CH2:17][NH:18][CH2:19][CH:20]2[CH3:21])[nH:13][c:14]3=[O:15])[CH2:2][CH2:3][CH2:4][CH2:5]1>>[CH:1]1([n:6]2[n:7][cH:8][c:9]3[c:10]2[n:11][c:12]([CH:16]2[CH2:17][N:18]([CH2:30][c:28]4[cH:27][cH:26][n:25][c:24]([N:23]([CH3:22])[CH3:32])[n:29]4)[CH2:19][CH:20]2[CH3:21])[nH:13][c:14]3=[O:15])[CH2:2][CH2:3][CH2:4][CH2:5]1.